The task is: describe an organic reaction: reactants, conditions, products, and yield. This data is from the Open Reaction Database (ORD), a public repository of structured organic reaction records. Starting materials: C(C)(C)N(C(CN1C(=O)C(=O)C2=CC=CC=C12)C)C(C)C (1-(2-diisopropylaminopropyl)isatin), Cl.NNC(=O)N (semicarbazide hydrochloride). The product is C(C)(C)N(C(CN1C(=O)/C(/C2=CC=CC=C12)=N/NC(=O)N)C)C(C)C ((E)-1-(2-diisopropylaminopropyl)isatin 3-semicarbazone). Yield: 77.6%. RXN SMILES: [CH:1]([N:4]([CH:19]([CH3:21])[CH3:20])[CH:5]([CH3:18])[CH2:6][N:7]1[C:17]2[C:12](=[CH:13][CH:14]=[CH:15][CH:16]=2)[C:10](=O)[C:8]1=[O:9])([CH3:3])[CH3:2].Cl.[NH2:23][NH:24][C:25]([NH2:27])=[O:26]>>[CH:1]([N:4]([CH:19]([CH3:21])[CH3:20])[CH:5]([CH3:18])[CH2:6][N:7]1[C:17]2[C:12](=[CH:13][CH:14]=[CH:15][CH:16]=2)/[C:10](=[N:23]\[NH:24][C:25]([NH2:27])=[O:26])/[C:8]1=[O:9])([CH3:3])[CH3:2] |f:1.2|. Procedure: By using 1-(2-diisopropylaminopropyl)isatin and semicarbazide hydrochloride, a method analogous to that described in Example 10 was carried out, and the reaction product was recrystallized from ethanol to obtain (E)-1-(2-diisopropylaminopropyl)isatin 3-semicarbazone having a melting point of 201°-204° C. (yield: 77.6%). Starting materials: [O-2].[Mg+2] (magnesium oxide), O=C1N(C(C2=CC=CC=C12)=O)CC(=N)NO (2-(1,3-dioxo-1,3-dihydro-isoindol-2-yl)-N-hydroxy-acetamidine), C1(=CC=CC=C1)SCC(=O)Cl (phenylsulfanyl-acetyl chloride). Run in CN(C)C=O (DMF). Conditions: temperature 105 celsius, time 15 minute. The product is C1(=CC=CC=C1)SCC1=NC(=NO1)CN1C(C2=CC=CC=C2C1=O)=O (2-(5-phenylsulfanylmethyl-[1,2,4]oxadiazol-3-ylmethyl)-isoindole-1,3-dione). Isolated yield 53.8%. Reaction SMILES: [O:1]=[C:2]1[C:10]2[C:5](=[CH:6][CH:7]=[CH:8][CH:9]=2)[C:4](=[O:11])[N:3]1[CH2:12][C:13]([NH:15][OH:16])=[NH:14].[O-2].[Mg+2].[C:19]1([S:25][CH2:26][C:27](Cl)=O)[CH:24]=[CH:23][CH:22]=[CH:21][CH:20]=1>CN(C=O)C>[C:19]1([S:25][CH2:26][C:27]2[O:16][N:15]=[C:13]([CH2:12][N:3]3[C:2](=[O:1])[C:10]4[C:5](=[CH:6][CH:7]=[CH:8][CH:9]=4)[C:4]3=[O:11])[N:14]=2)[CH:24]=[CH:23][CH:22]=[CH:21][CH:20]=1 |f:1.2|. Reported procedure: To 10 g (0.046 mol) of 2-(1,3-dioxo-1,3-dihydro-isoindol-2-yl)-N-hydroxy-acetamidine dissolved in 500 mL of DMF, 1.84 g (0.046 mol, 1 eq) of magnesium oxide were added. After 15 min, 8.5 g (0.046 mol, 1 eq) of phenylsulfanyl-acetyl chloride were added, and the temperature was raised to 105° C. and the solution was stirred overnight. The reaction mixture was partitioned between aqueous NH4Cl and EtOAc, dried over Na2SO4. Column chromatography on silica gel with EtOAc/Heptane 1:1 yielded 8.7 g (55... Reactants: C(C)OC(C1=CC=C(C=C1)N)=O (4-amino-benzoic acid ethyl ester), BrC=1C=C(C=O)C=C(C1)Cl (3-bromo-5-chloro-benzaldehyde). Run in C(C)O (ethanol). The product is C(C)OC(C1=CC=C(C=C1)N=CC1=CC(=CC(=C1)Cl)Br)=O (4-{[1-(3-bromo-5-chloro-phenyl)-methylidene]-amino}-benzoic acid ethyl ester). The yield is 34.7%. RXN SMILES: [CH2:1]([O:3][C:4](=[O:12])[C:5]1[CH:10]=[CH:9][C:8]([NH2:11])=[CH:7][CH:6]=1)[CH3:2].[Br:13][C:14]1[CH:15]=[C:16]([CH:19]=[C:20]([Cl:22])[CH:21]=1)[CH:17]=O>C(O)C>[CH2:1]([O:3][C:4](=[O:12])[C:5]1[CH:10]=[CH:9][C:8]([N:11]=[CH:17][C:16]2[CH:19]=[C:20]([Cl:22])[CH:21]=[C:14]([Br:13])[CH:15]=2)=[CH:7][CH:6]=1)[CH3:2]. Reported procedure: A mixture of 4-amino-benzoic acid ethyl ester (8.3 g, 50.3 mmol) and 3-bromo-5-chloro-benzaldehyde (11.0 g, 50.3 mmol) in ethanol (100 mL) was heated to reflux for 2 hours. Then the reaction mixture cooled to room temperature. The solvent was removed in vacuo and the residue was washed with ether to afford 4-{[1-(3-bromo-5-chloro-phenyl)-methylidene]-amino}-benzoic acid ethyl ester (6.4 g, 35%) as a white solid: LC/MS m/e calcd for C16H13BrClNO2 M+: 366.6, observed: 366.6.